This data is from the Open Reaction Database (ORD), a public repository of structured organic reaction records. The task is: describe an organic reaction: reactants, conditions, products, and yield Reactants: CN1N=NC2=C1C(=CC=C2)CO (1-methyl-1H-benzotriazole-7-methanol), [Mn](=O)(=O)(=O)[O-].[K+] (potassium permanganate). Solvent: ClCCl (dichloromethane), ClCCl (dichloromethane). Run at time 2 hour. Yields the product CN1N=NC2=C1C(=CC=C2)C=O (1-methyl-1-H-benzotriazole-7-carboxaldehyde). Isolated yield 46.6%. Reaction SMILES: [Mn]([O-])(=O)(=O)=O.[K+].[CH3:7][N:8]1[C:12]2[C:13]([CH2:17][OH:18])=[CH:14][CH:15]=[CH:16][C:11]=2[N:10]=[N:9]1>ClCCl>[CH3:7][N:8]1[C:12]2[C:13]([CH:17]=[O:18])=[CH:14][CH:15]=[CH:16][C:11]=2[N:10]=[N:9]1 |f:0.1|. Procedure details: To a stirred mixture of 7.4 parts of potassium permanganate, 0.6 parts of 2-(2-methoxyethoxy)-N,N-bis[2-(2-methoxyethoxy)ethyl] ethamamine and 130 parts of dichloromethane was added dropwise a solution of 7.6 parts of 1-methyl-1H-benzotriazole-7-methanol in dichloromethane. Upon complete addition, stirring was continued for 2 hours. The reaction mixture was filtered over diatomaceous earth and washed with dichloromethane. The organic layer was washed with 30 parts of a hydrochloric acid solution... The reactants are CC(CC1=C(C#N)C=C(C=C1)[N+](=O)[O-])C (2-(2-methylpropyl)-5-nitrobenzonitrile), C(=O)[O-].[NH4+] (ammonium formate). The reagents and catalysts are [Zn] (zinc). Run in CO (methanol), O (water). Run at temperature 80 celsius, time 4 hour. Yields the product NC=1C=CC(=C(C#N)C1)CC(C)C (5-amino-2-(2-methylpropyl)benzonitrile). Isolated yield 273.5%. RXN SMILES: [CH3:1][CH:2]([CH3:15])[CH2:3][C:4]1[CH:11]=[CH:10][C:9]([N+:12]([O-])=O)=[CH:8][C:5]=1[C:6]#[N:7].C([O-])=O.[NH4+]>CO.O.[Zn]>[NH2:12][C:9]1[CH:10]=[CH:11][C:4]([CH2:3][CH:2]([CH3:15])[CH3:1])=[C:5]([CH:8]=1)[C:6]#[N:7] |f:1.2|. Procedure details: To a solution of 2-isobutyl-5-nitrobenzonitrile (D56) (7.5 g) in methanol (80 mL) and water (80 mL) was added ammonium formate (51.9 g) and zinc (26.9 g). The reaction mixture was stirred at 80° C. for 4 h. After cooling the reaction, the solid was filtered, the filtrate was concentrated under reduced pressure, the residue was extracted with EtOAc (300 mL*2), the combined organic layers were washed with water (30 mL*2), dried and concentrated to give 5-amino-2-(2-methylpropyl)benzonitrile (D57) ... The product is O=[N+]([O-])c1cc(Cl)c2scnc2c1. The reactants are CCOC(C)=O, Nc1c([N+](=O)[O-])cc2ncsc2c1Cl, O=NOS(=O)(=O)O, O=S(=O)(O)O. Reaction SMILES: [CH3:22][CH2:23][O:24][C:25]([CH3:26])=[O:27].[N+:1](=[O:2])([O-:3])[c:4]1[c:5]([NH2:14])[c:6]([Cl:13])[c:7]2[c:8]([n:9][cH:10][s:11]2)[cH:12]1.[N:15]([O:16][S:17](=[O:18])(=[O:19])[OH:20])=[O:21].[S:28](=[O:29])(=[O:30])([OH:31])[OH:32]>>[N+:1](=[O:2])([O-:3])[c:4]1[cH:5][c:6]([Cl:13])[c:7]2[c:8]([n:9][cH:10][s:11]2)[cH:12]1. The reactants are CCOC(=O)c1sc(Br)nc1C, CC(C)(C)OC(=O)N1CCC2NCC21, CCN(C(C)C)C(C)C. Yields the product CCOC(=O)c1sc(N2CC3C2CCN3C(=O)OC(C)(C)C)nc1C. RXN SMILES: [Br:15][c:16]1[s:17][c:18]([C:22](=[O:23])[O:24][CH2:25][CH3:26])[c:19]([CH3:21])[n:20]1.[CH:1]12[N:2]([C:8](=[O:9])[O:10][C:11]([CH3:12])([CH3:13])[CH3:14])[CH2:3][CH2:4][CH:5]1[NH:6][CH2:7]2.[CH:27]([N:28]([CH:29]([CH3:30])[CH3:31])[CH2:32][CH3:33])([CH3:34])[CH3:35]>>[CH:1]12[N:2]([C:8](=[O:9])[O:10][C:11]([CH3:12])([CH3:13])[CH3:14])[CH2:3][CH2:4][CH:5]1[N:6]([c:16]1[s:17][c:18]([C:22](=[O:23])[O:24][CH2:25][CH3:26])[c:19]([CH3:21])[n:20]1)[CH2:7]2. The reactants are C(=CC)N1C(NCC1)=N[N+](=O)[O-] (1-(1-propenyl)-2nitroiminoimidazolidine), ClC1=NC=C(C=C1)CCl (2-chloro-5-chloromethylpyridine), C([O-])([O-])=O.[K+].[K+] (potassium carbonate), CS(=O)C (DMSO). Run in O (water). Run at temperature 60 celsius, time 1 hour. Product: ClC1=NC=C(C=C1)CN1C(N(CC1)C=CC)=N[N+](=O)[O-] (1-(2-chloropyridin-5-ylmethyl)-2-nitroimino -3- (1propenyl)imidazolidine). Isolated yield 82.5%. RXN SMILES: [CH:1]([N:4]1[CH2:8][CH2:7][NH:6][C:5]1=[N:9][N+:10]([O-:12])=[O:11])=[CH:2][CH3:3].C(=O)([O-])[O-].[K+].[K+].CS(C)=O.[Cl:23][C:24]1[CH:29]=[CH:28][C:27]([CH2:30]Cl)=[CH:26][N:25]=1>O>[Cl:23][C:24]1[CH:29]=[CH:28][C:27]([CH2:30][N:6]2[CH2:7][CH2:8][N:4]([CH:1]=[CH:2][CH3:3])[C:5]2=[N:9][N+:10]([O-:12])=[O:11])=[CH:26][N:25]=1 |f:1.2.3|. Procedure: A mixture comprising 6.0 g of 1-(1-propenyl)-2nitroiminoimidazolidine, 7.0 g of potassium carbonate, 70 ml of DMSO and 7.4 g of 2-chloro-5-chloromethylpyridine was stirred at 60° C. for one hour. The reaction mixture was poured into water, extracted with ethyl acetate, washed with water, dried (with anhydrous MgSO4) and concentrated to give an oily residue. This was purified by column chromatography (silica gel, eluent: ethyl acetate/hexane=2/1) to give 8.6 g of 1-(2-chloropyridin-5-ylmethyl)-2-... The reactants are C(C)(C)(C)O[C@H](C(=O)OC)C1=C(C2=C(N=C(S2)C2=CC(=NC=C2)Cl)C=C1C)C1=CC=C(C=C1)Cl ((S)-methyl 2-tert-butoxy-2-(7-(4-chlorophenyl)-2-(2-chloropyridin-4-yl)-5-methylbenzo[d]thiazol-6-yl)acetate), CN1N=C(C=2N=C(N=CC21)[Sn](CCCC)(CCCC)CCCC)C (1,3-dimethyl-5-(tributylstannyl)-1H-pyrazolo[4,3-d]pyrimidine). Reagents/catalysts: [Cu]I (copper(I) iodide), C=1C=CC(=CC1)[P](C=2C=CC=CC2)(C=3C=CC=CC3)[Pd]([P](C=4C=CC=CC4)(C=5C=CC=CC5)C=6C=CC=CC6)([P](C=7C=CC=CC7)(C=8C=CC=CC8)C=9C=CC=CC9)[P](C=1C=CC=CC1)(C=1C=CC=CC1)C=1C=CC=CC1 (tetrakis(triphenylphosphine)palladium(0)). The solvent is O1CCOCC1 (dioxane). Conditions: temperature 90 celsius. Product: C(C)(C)(C)O[C@H](C(=O)OC)C1=C(C2=C(N=C(S2)C2=CC(=NC=C2)C=2N=CC3=C(N2)C(=NN3C)C)C=C1C)C1=CC=C(C=C1)Cl ((S)-methyl 2-tert-butoxy-2-(7-(4-chlorophenyl)-2-(2-(1,3-dimethyl-1H-pyrazolo[4,3-d]pyrimidin-5-yl)pyridin-4-yl)-5-methylbenzo[d]thiazol-6-yl)acetate). RXN SMILES: [C:1]([O:5][C@@H:6]([C:11]1[C:26]([CH3:27])=[CH:25][C:14]2[N:15]=[C:16]([C:18]3[CH:23]=[CH:22][N:21]=[C:20](Cl)[CH:19]=3)[S:17][C:13]=2[C:12]=1[C:28]1[CH:33]=[CH:32][C:31]([Cl:34])=[CH:30][CH:29]=1)[C:7]([O:9][CH3:10])=[O:8])([CH3:4])([CH3:3])[CH3:2].[CH3:35][N:36]1[C:44]2[CH:43]=[N:42][C:41]([Sn](CCCC)(CCCC)CCCC)=[N:40][C:39]=2[C:38]([CH3:58])=[N:37]1>O1CCOCC1.[Cu]I.C1C=CC([P]([Pd]([P](C2C=CC=CC=2)(C2C=CC=CC=2)C2C=CC=CC=2)([P](C2C=CC=CC=2)(C2C=CC=CC=2)C2C=CC=CC=2)[P](C2C=CC=CC=2)(C2C=CC=CC=2)C2C=CC=CC=2)(C2C=CC=CC=2)C2C=CC=CC=2)=CC=1>[C:1]([O:5][C@@H:6]([C:11]1[C:26]([CH3:27])=[CH:25][C:14]2[N:15]=[C:16]([C:18]3[CH:23]=[CH:22][N:21]=[C:20]([C:41]4[N:42]=[CH:43][C:44]5[N:36]([CH3:35])[N:37]=[C:38]([CH3:58])[C:39]=5[N:40]=4)[CH:19]=3)[S:17][C:13]=2[C:12]=1[C:28]1[CH:29]=[CH:30][C:31]([Cl:34])=[CH:32][CH:33]=1)[C:7]([O:9][CH3:10])=[O:8])([CH3:2])([CH3:4])[CH3:3] |^1:70,72,91,110|. Reported procedure: A mixture of (S)-methyl 2-tert-butoxy-2-(7-(4-chlorophenyl)-2-(2-chloropyridin-4-yl)-5-methylbenzo[d]thiazol-6-yl)acetate (0.055 g, 0.107 mmol), 1,3-dimethyl-5-(tributylstannyl)-1H-pyrazolo[4,3-d]pyrimidine (0.058 mg, 0.133 mmol), copper(I) iodide (6 mg, 0.032 mmol) and tetrakis(triphenylphosphine)palladium(0) (11 mg, 0.012 mmol) in dioxane was heated at 90° C. for 16 hr. Reaction mixture was cooled to rt, filtered through a syringe filter and purified by CombiFlash (12 g, Gold, 10-100% EtOAc/He... The reactants are [Al+3], C1CCOC1, Cl, [H-], [H-], [H-], [H-], [Li+], O, O=C(O)CCc1ccc(O)cc1. Product: OCCCc1ccc(O)cc1. Reaction SMILES: [Al+3:2].[CH2:20]1[O:21][CH2:22][CH2:23][CH2:24]1.[ClH:19].[H-:1].[H-:4].[H-:5].[H-:6].[Li+:3].[OH2:25].[OH:7][c:8]1[cH:9][cH:10][c:11]([CH2:14][CH2:15][C:16](=[O:17])[OH:18])[cH:12][cH:13]1>>[OH:7][c:8]1[cH:9][cH:10][c:11]([CH2:14][CH2:15][CH2:16][OH:17])[cH:12][cH:13]1. Reactants: nitrile, [H][H] (hydrogen), N (Ammonia), C(C)(C)(C)OC(N(C1CCCC=2C=CC=NC12)CC1=C(C=C(C=C1)C#N)CO)=O ((4-cyano-2-hydroxymethyl-benzyl)-(5,6,7,8-tetrahydro-quinolin-8-yl)-carbamic acid tert-butyl ester). The reagents and catalysts are [Ni] (Raney Nickel). The solvent is CO (MeOH). Yields the product C(C)(C)(C)OC(N(C1CCCC=2C=CC=NC12)CC1=C(C=C(C=C1)CN)CO)=O ((4-aminomethyl-2-hydroxymethyl-benzyl)-(5,6,7,8-tetrahydro-quinolin-8-yl)-carbamic acid tert-butyl ester). Isolated yield 54.6%. RXN SMILES: N.[C:2]([O:6][C:7](=[O:30])[N:8]([CH2:19][C:20]1[CH:25]=[CH:24][C:23]([C:26]#[N:27])=[CH:22][C:21]=1[CH2:28][OH:29])[CH:9]1[C:18]2[N:17]=[CH:16][CH:15]=[CH:14][C:13]=2[CH2:12][CH2:11][CH2:10]1)([CH3:5])([CH3:4])[CH3:3].[H][H]>CO.[Ni]>[C:2]([O:6][C:7](=[O:30])[N:8]([CH2:19][C:20]1[CH:25]=[CH:24][C:23]([CH2:26][NH2:27])=[CH:22][C:21]=1[CH2:28][OH:29])[CH:9]1[C:18]2[N:17]=[CH:16][CH:15]=[CH:14][C:13]=2[CH2:12][CH2:11][CH2:10]1)([CH3:5])([CH3:3])[CH3:4]. Procedure: Ammonia gas was bubbled through a solution of (4-cyano-2-hydroxymethyl-benzyl)-(5,6,7,8-tetrahydro-quinolin-8-yl)-carbamic acid tert-butyl ester (1.39 g, 3.55 mmol) in MeOH (40 mL) for 18 minutes. A prewashed mixture of Raney Nickel (˜1 gram) was added to the nitrile and the mixture was shaken for 16 hours under 30 psi hydrogen. The mixture was filtered through a celite plug and the filtrate was concentrated under reduced pressure. Purification via column chromatography on silica gel (CH2Cl2:MeO...